From a dataset of the Open Reaction Database (ORD), a public repository of structured organic reaction records. describe an organic reaction: reactants, conditions, products, and yield Starting materials: C(C)(C)(C)C1CCC(CC1)C1=C(C=CC=C1)N1CCNCC1 (1-[2-(4-t-butylcyclohexyl)phenyl]piperazine), C(=C)C(=O)C (Methyl vinyl ketone). The solvent is C(Cl)(Cl)Cl (chloroform). Product: C(C)(C)(C)C1CCC(CC1)C1=C(C=CC=C1)N1CCN(CC1)CCC(C)=O (4-[4-[2-(4-t-Butylcyclohexyl)phenyl]piperazin-1-yl]butan-2-one). Yield: 81.1%. RXN SMILES: [C:1]([CH:5]1[CH2:10][CH2:9][CH:8]([C:11]2[CH:16]=[CH:15][CH:14]=[CH:13][C:12]=2[N:17]2[CH2:22][CH2:21][NH:20][CH2:19][CH2:18]2)[CH2:7][CH2:6]1)([CH3:4])([CH3:3])[CH3:2].[CH:23]([C:25]([CH3:27])=[O:26])=[CH2:24]>C(Cl)(Cl)Cl>[C:1]([CH:5]1[CH2:6][CH2:7][CH:8]([C:11]2[CH:16]=[CH:15][CH:14]=[CH:13][C:12]=2[N:17]2[CH2:22][CH2:21][N:20]([CH2:24][CH2:23][C:25](=[O:26])[CH3:27])[CH2:19][CH2:18]2)[CH2:9][CH2:10]1)([CH3:4])([CH3:2])[CH3:3]. Procedure: A mixture of the 1-[2-(4-t-butylcyclohexyl)phenyl]piperazine (30 mg, 0.0998 mmol) produced in Example (10a) and chloroform (0.5 mL) was cooled in an ice bath and stirred. Methyl vinyl ketone (0.017 mL, 0.200 mmol) was added to the mixture, followed by stirring for 2 hours under the same conditions. The reaction mixture was purified by NH silica gel column chromatography (ethyl acetate/hexane) to give 30 mg of the title compound as a colorless oil, as a mixture of diastereomers at the position of...